From a dataset of the Open Reaction Database (ORD), a public repository of structured organic reaction records. describe an organic reaction: reactants, conditions, products, and yield The reactants are CC(C#N)C(C1=CC=CC=C1)=O (2-Methyl-3-oxo-3-phenyl-propionitrile), NN (hydrazine), CCO (EtOH), crude product, CO (MeOH). Run in C(Cl)Cl (CH2Cl2). Yields the product CC1=C(NN=C1C1=CC=CC=C1)N (4-Methyl-5-phenyl-2H-pyrazol-3-ylamine). RXN SMILES: [CH3:1][CH:2]([C:5](=O)[C:6]1[CH:11]=[CH:10][CH:9]=[CH:8][CH:7]=1)[C:3]#[N:4].[NH2:13][NH2:14].CCO.CO>C(Cl)Cl>[CH3:1][C:2]1[C:5]([C:6]2[CH:11]=[CH:10][CH:9]=[CH:8][CH:7]=2)=[N:14][NH:13][C:3]=1[NH2:4]. Reported procedure: A vial was charged with 2-Methyl-3-oxo-3-phenyl-propionitrile (1.0 g, 6.28 mmol), hydrazine (0.2 mL) and EtOH (1 mL), and subject to microwave irradiation at 100° C. for 50 min. Flach chromatography of the crude product using 3%-5% MeOH in CH2Cl2 gave the pyrazolylamine as a yellow oil (0.21 g). LC/MS (10% MeOH, 90% H20, 0.2% H3PO4 to 90% MeOH, 10% H20, 0.2% H3PO4, 2 minute gradient with an Exterra C18 S-5 column 4.6×30 mm): [M+H]+ m/z=174.10; retention time=1.02 min. Starting materials: O1CCCC1 (tetrahydrofuran), random copolymer, C(=C)N1C(C=2C(C1=O)=CC=CC2)=O.C(=C)N1C2=CC=CC=C2C=2C=CC=CC12 (N-vinylphthalimide N-vinylcarbazole), O.NN (hydrazine hydrate), O.NN (hydrazine hydrate). Solvent: C(C)O (ethanol). Yields the product C(=C)N.C(=C)N1C2=CC=CC=C2C=2C=CC=CC12 (vinylamine N-vinylcarbazole). RXN SMILES: [CH:1]([N:3]1C(=O)C2=CC=CC=C2C1=O)=[CH2:2].[CH:14]([N:16]1[C:28]2[CH:27]=[CH:26][CH:25]=[CH:24][C:23]=2[C:22]2[C:17]1=[CH:18][CH:19]=[CH:20][CH:21]=2)=[CH2:15].O1CCCC1.O.NN>C(O)C>[CH:1]([NH2:3])=[CH2:2].[CH:14]([N:16]1[C:28]2[CH:27]=[CH:26][CH:25]=[CH:24][C:23]=2[C:22]2[C:17]1=[CH:18][CH:19]=[CH:20][CH:21]=2)=[CH2:15] |f:0.1,3.4,6.7|. Reported procedure: 3.6 grams of a random copolymer of N-vinylphthalimide/N-vinylcarbazole (9.2/90.8 mole percent) are dissolved in a solution containing 100 milliliters of tetrahydrofuran and 10 milliliters of ethanol. After the copolymer has been dissolved, 0.13 grams hydrazine hydrate (85%) were added and the solution thereafter heated to boiling under refluxing conditions overnight. At the end of this interval, the solution apparently remains unchanged, it retaining its characteristic yellow color. An additiona... Reactants: [Na] (sodium), C(=O)(O)C=1C=CC(=NC1)C#N (5-carboxy-2-cyano-pyridine), C(O)CN (ethanolamine), Cl (HCl), [Na] (sodium). Solvent: CO (methanol), CO (methanol), CO (methanol). Product: C(=O)(O)C=1C=CC(=NC1)C=1OCCN1 (5-Carboxy-2-(4,5-dihydro-2-oxazolyl)-pyridine). As a reaction SMILES: [Na].[C:2]([C:5]1[CH:6]=[CH:7][C:8]([C:11]#[N:12])=[N:9][CH:10]=1)([OH:4])=[O:3].[CH2:13]([CH2:15]N)[OH:14].Cl>CO>[C:2]([C:5]1[CH:6]=[CH:7][C:8]([C:11]2[O:14][CH2:13][CH2:15][N:12]=2)=[N:9][CH:10]=1)([OH:4])=[O:3] |^1:0|. Procedure details: Under a nitrogen atmosphere, sodium (12 mmol) is added to a flask containing 10 ml of anhydrous methanol. After the sodium has dissolved, a solution of 5-carboxy-2-cyano-pyridine (5 mmol) in 5 ml of methanol is added dropwise. The mixture is heated at 50° for 1.5 h. The mixture is allowed to cool and a solution of ethanolamine (10 mmol) in a mixture of 5 ml methanol and 1.5 of concentrated HCl is added dropwise. After addition is complete, the reaction mixture is refluxed for 2 h. The solvent is...